This data is from the Open Reaction Database (ORD), a public repository of structured organic reaction records. The task is: describe an organic reaction: reactants, conditions, products, and yield The reactants are C(C)(C)(C)C=1C=C(N(N1)C1=CC=C(C=C1)F)N (5-tert-butyl-2-(4-fluoro-phenyl)-2H-pyrazol-3-ylamine), ClC1=CC(=NC=N1)OC=1C=C2C=CC=C(C2=CC1)C(=O)Cl (6-(6-chloropyrimidin-4-yloxy)-naphthalene-1-carbonyl chloride), N1=CC=CC=C1 (Pyridine). Solvent: C(Cl)Cl (CH2Cl2). Run at temperature 0 celsius, time 2 hour. The product is C(C)(C)(C)C=1C=C(N(N1)C1=CC=C(C=C1)F)NC(=O)C1=CC=CC2=CC(=CC=C12)OC1=NC=NC(=C1)Cl (6-(6-Chloro-pyrimidin-4-yloxy)-naphthalene-1-carboxylic acid [5-tert-butyl-2-(4-fluoro-phenyl)-2H-pyrazol-3-yl]-amide). RXN SMILES: [C:1]([C:5]1[CH:6]=[C:7]([NH2:17])[N:8]([C:10]2[CH:15]=[CH:14][C:13]([F:16])=[CH:12][CH:11]=2)[N:9]=1)([CH3:4])([CH3:3])[CH3:2].[Cl:18][C:19]1[N:24]=[CH:23][N:22]=[C:21]([O:25][C:26]2[CH:27]=[C:28]3[C:33](=[CH:34][CH:35]=2)[C:32]([C:36](Cl)=[O:37])=[CH:31][CH:30]=[CH:29]3)[CH:20]=1.N1C=CC=CC=1>C(Cl)Cl>[C:1]([C:5]1[CH:6]=[C:7]([NH:17][C:36]([C:32]2[C:33]3[C:28](=[CH:27][C:26]([O:25][C:21]4[CH:20]=[C:19]([Cl:18])[N:24]=[CH:23][N:22]=4)=[CH:35][CH:34]=3)[CH:29]=[CH:30][CH:31]=2)=[O:37])[N:8]([C:10]2[CH:11]=[CH:12][C:13]([F:16])=[CH:14][CH:15]=2)[N:9]=1)([CH3:4])([CH3:2])[CH3:3]. Reported procedure: 560 mg (2.4 mMol) 5-tert-butyl-2-(4-fluoro-phenyl)-2H-pyrazol-3-ylamine and 763 mg (2.4 mMol) 6-(6-chloropyrimidin-4-yloxy)-naphthalene-1-carbonyl chloride (see Step 19.3) are dissolved in 5 ml CH2Cl2 and cooled to 0° C. 193 μl (2.4 mMol) Pyridine are added dropwise and after complete addition the reaction is allowed to warm to rt. It is stirred for 2 h at ambient temperature. The reaction is concentrated under reduced pressure and the remaining crude product is purified by flash chromatography ... Reactants: C1CCOC1, Cl, COC(C(=O)NC1CSCCN(Cc2cc(F)cc(F)c2)C1=O)C1OC(C)(C)OC(C=CC(C)(C)C)C1O, [Na+], [OH-]. Yields the product COC(C(=O)NC1CSCCN(Cc2cc(F)cc(F)c2)C1=O)C(O)C(O)C(O)C=CC(C)(C)C. As a reaction SMILES: [CH2:42]1[O:43][CH2:44][CH2:45][CH2:46]1.[ClH:39].[F:1][c:2]1[cH:3][c:4]([CH2:5][N:6]2[CH2:7][CH2:8][S:9][CH2:10][CH:11]([NH:14][C:15]([CH:16]([O:17][CH3:18])[CH:19]3[O:20][C:21]([CH3:32])([CH3:33])[O:22][CH:23]([CH:26]=[CH:27][C:28]([CH3:29])([CH3:30])[CH3:31])[CH:24]3[OH:25])=[O:34])[C:12]2=[O:13])[cH:35][c:36]([F:38])[cH:37]1.[Na+:41].[OH-:40]>>[F:1][c:2]1[cH:3][c:4]([CH2:5][N:6]2[CH2:7][CH2:8][S:9][CH2:10][CH:11]([NH:14][C:15]([CH:16]([O:17][CH3:18])[CH:19]([OH:20])[CH:24]([CH:23]([OH:22])[CH:26]=[CH:27][C:28]([CH3:29])([CH3:30])[CH3:31])[OH:25])=[O:34])[C:12]2=[O:13])[cH:35][c:36]([F:38])[cH:37]1. Reactants: ClC=1N=C2C(=C(C=NC2=CC1)C(CC)=O)NC=1C=CC(=NC1)N1C[C@@H](CCC1)NC(OC(C)(C)C)=O ((R)-tert-butyl (1-(5-((6-chloro-3-propionyl-1,5-naphthyridin-4-yl)amino)pyridin-2-yl)piperidin-3-yl)carbamate), ClC1=C(C(=CC(=C1)B1OC(C(O1)(C)C)(C)C)F)O (2-chloro-6-fluoro-4-(4,4,5,5-tetramethyl-1,3,2-dioxaborolan-2-yl)phenol). Product: ClC=1C=C(C=C(C1O)F)C=1N=C2C(=C(C=NC2=CC1)C(CC)=O)NC=1C=CC(=NC1)N1C[C@@H](CCC1)NC(OC(C)(C)C)=O ((R)-tert-butyl (1-(5-((6-(3-chloro-5-fluoro-4-hydroxyphenyl)-3-propionyl-1,5-naphthyridin-4-yl)amino)pyridin-2-yl)piperidin-3-yl)carbamate). Isolated yield 56.8%. As a reaction SMILES: Cl[C:2]1[N:3]=[C:4]2[C:9](=[CH:10][CH:11]=1)[N:8]=[CH:7][C:6]([C:12](=[O:15])[CH2:13][CH3:14])=[C:5]2[NH:16][C:17]1[CH:18]=[CH:19][C:20]([N:23]2[CH2:28][CH2:27][CH2:26][C@@H:25]([NH:29][C:30](=[O:36])[O:31][C:32]([CH3:35])([CH3:34])[CH3:33])[CH2:24]2)=[N:21][CH:22]=1.[Cl:37][C:38]1[CH:43]=[C:42](B2OC(C)(C)C(C)(C)O2)[CH:41]=[C:40]([F:53])[C:39]=1[OH:54]>>[Cl:37][C:38]1[CH:43]=[C:42]([C:2]2[N:3]=[C:4]3[C:9](=[CH:10][CH:11]=2)[N:8]=[CH:7][C:6]([C:12](=[O:15])[CH2:13][CH3:14])=[C:5]3[NH:16][C:17]2[CH:18]=[CH:19][C:20]([N:23]3[CH2:28][CH2:27][CH2:26][C@@H:25]([NH:29][C:30](=[O:36])[O:31][C:32]([CH3:34])([CH3:33])[CH3:35])[CH2:24]3)=[N:21][CH:22]=2)[CH:41]=[C:40]([F:53])[C:39]=1[OH:54]. Reported procedure: Following general procedure II, (R)-tert-butyl (1-(5-((6-chloro-3-propionyl-1,5-naphthyridin-4-yl)amino)pyridin-2-yl)piperidin-3-yl)carbamate (175 mg, 0.34 mmol) was reacted with 2-chloro-6-fluoro-4-(4,4,5,5-tetramethyl-1,3,2-dioxaborolan-2-yl)phenol (140 mg, 0.51 mmol) to afford the desired product (120 mg, 57%) as a solid: ESI MS m/z 621 [M+H]+. Starting materials: C(CC=CCC)OC(CC(=O)OCCC=CCC)=O (malonic acid dihex-3-enyl ester), CC1=C(C(CCC1)(C)C)C=CC(=O)Cl (3-(2,6,6-trimethyl-cyclohex-1-enyl)-acryloyl chloride), [H-].[Na+] (sodium hydride). Run in C1CCOC1 (THF), CCOCC (ether), C1CCOC1 (THF), C1CCOC1 (THF). Conditions: time 1 hour. Yields the product C(CC=CCC)OC(C(C(=O)OCCC=CCC)C(C=CC1=C(CCCC1(C)C)C)=O)=O (2-[3-(2,6,6-Trimethyl-cyclohex-1-enyl)-acryloyl]-malonic acid dihex-3-enyl ester). The yield is 18.2%. RXN SMILES: [H-].[Na+].[CH2:3]([O:9][C:10](=[O:21])[CH2:11][C:12]([O:14][CH2:15][CH2:16][CH:17]=[CH:18][CH2:19][CH3:20])=[O:13])[CH2:4][CH:5]=[CH:6][CH2:7][CH3:8].[CH3:22][C:23]1[CH2:28][CH2:27][CH2:26][C:25]([CH3:30])([CH3:29])[C:24]=1[CH:31]=[CH:32][C:33](Cl)=[O:34]>C1COCC1.CCOCC>[CH2:3]([O:9][C:10](=[O:21])[CH:11]([C:33](=[O:34])[CH:32]=[CH:31][C:24]1[C:25]([CH3:29])([CH3:30])[CH2:26][CH2:27][CH2:28][C:23]=1[CH3:22])[C:12]([O:14][CH2:15][CH2:16][CH:17]=[CH:18][CH2:19][CH3:20])=[O:13])[CH2:4][CH:5]=[CH:6][CH2:7][CH3:8] |f:0.1|. Reported procedure: To a suspension of 2.10 g 60% sodium hydride in 20 ml of THF, a solution of 14.00 g malonic acid dihex-3-enyl ester in 20 ml of THF were dropped in at 0-5° C. The reaction mixture was stirred 1 hour at room temperature. Then a solution of 11.9 g 3-(2,6,6-trimethyl-cyclohex-1-enyl)-acryloyl chloride (Shimasaki et al., Chem. Pharm. Bull., 43 (1995) 1, 100-107) in 40 ml of THF was dropped in and the reaction mixture was stirred at room temperature for 21 hours. Then the reaction mixture was diluted... The reactants are CCO, CCOC(=O)c1cnc(Cl)cc1Cl, Nc1ccc2ccccc2c1Cl, Cl. The product is CCOC(=O)c1cnc(Cl)cc1Nc1ccc2ccccc2c1Cl. As a reaction SMILES: [CH3:27][CH2:28][OH:29].[Cl:13][c:14]1[cH:15][c:16]([Cl:25])[n:17][cH:18][c:19]1[C:20](=[O:21])[O:22][CH2:23][CH3:24].[Cl:1][c:2]1[c:3]([NH2:12])[cH:4][cH:5][c:6]2[cH:7][cH:8][cH:9][cH:10][c:11]12.[ClH:26]>>[Cl:1][c:2]1[c:3]([NH:12][c:14]2[cH:15][c:16]([Cl:25])[n:17][cH:18][c:19]2[C:20](=[O:21])[O:22][CH2:23][CH3:24])[cH:4][cH:5][c:6]2[cH:7][cH:8][cH:9][cH:10][c:11]12. The reactants are NC1=NC(=NS1)C(C(=O)N[C@H]1[C@@H]2N(C(=C(CS2)C[N+]2=CC=C3N2CCCN3)C(=O)[O-])C1=O)=NOCC=C (7β-[2-(5-amino-1,2,4-thiadiazol-3-yl)-2-allyloxyiminoacetamido]-3-(4,5,6,7-tetrahydro-1-pyrazolo[1,5-a]pyrimidinio)methyl-3-cephem-4-carboxylate), Cl (hydrochloric acid). Solvent: O (water). Run at time 3 hour. Product: Cl.NC1=NC(=NS1)C(C(=O)N[C@H]1[C@@H]2N(C(=C(CS2)C[N+]2=CC=C3N2CCCN3)C(=O)[O-])C1=O)=NOCC=C (7β-[2-(5-amino-1,2,4-thiadiazol-3-yl)-2-allyloxyiminoacetamido]-3-(4,5,6,7-tetrahydro-1-pyrazolo[1,5-a]-pyrimidinio)methyl-3-cephem-4-carboxylate hydrochloride). RXN SMILES: [NH2:1][C:2]1[S:6][N:5]=[C:4]([C:7](=[N:33][O:34][CH2:35][CH:36]=[CH2:37])[C:8]([NH:10][C@@H:11]2[C:31](=[O:32])[N:13]3[C:14]([C:28]([O-:30])=[O:29])=[C:15]([CH2:18][N+:19]4[N:23]5[CH2:24][CH2:25][CH2:26][NH:27][C:22]5=[CH:21][CH:20]=4)[CH2:16][S:17][C@H:12]23)=[O:9])[N:3]=1.[ClH:38]>O>[ClH:38].[NH2:1][C:2]1[S:6][N:5]=[C:4]([C:7](=[N:33][O:34][CH2:35][CH:36]=[CH2:37])[C:8]([NH:10][C@@H:11]2[C:31](=[O:32])[N:13]3[C:14]([C:28]([O-:30])=[O:29])=[C:15]([CH2:18][N+:19]4[N:23]5[CH2:24][CH2:25][CH2:26][NH:27][C:22]5=[CH:21][CH:20]=4)[CH2:16][S:17][C@H:12]23)=[O:9])[N:3]=1 |f:3.4|. Procedure details: To a solution of 7β-[2-(5-amino-1,2,4-thiadiazol-3-yl)-2-allyloxyiminoacetamido]-3-(4,5,6,7-tetrahydro-1-pyrazolo[1,5-a]pyrimidinio)methyl-3-cephem-4-carboxylate (syn isomer) (1 g) in water (3 ml) was added 2N hydrochloric acid (1 ml) at room temperature. The mixture was stirred at ambient temperature for 3 hours, and the resulting precipitate was collected by filtration to give 7β-[2-(5-amino-1,2,4-thiadiazol-3-yl)-2-allyloxyiminoacetamido]-3-(4,5,6,7-tetrahydro-1-pyrazolo[1,5-a]-pyrimidinio)me... Starting materials: COC1=CC=C(C(CC2C(CCCC2)=O)=O)C=C1 (2-(p-methoxyphenacyl)cyclohexanone), NC1=CC=C(C(C(=O)O)=C1)O (5-aminosalicylic acid), crystals. The solvent is C(C)(=O)O (acetic acid). The product is C(=O)(O)C=1C=C(C=CC1O)N1C(=CC=2CCCCC12)C1=CC=C(C=C1)OC (1-(3-Carboxy-4-hydroxyphenyl)-2-(4-methoxyphenyl)-4,5,6,7-tetrahydroindole). As a reaction SMILES: [CH3:1][O:2][C:3]1[CH:18]=[CH:17][C:6]([C:7](=O)[CH2:8][CH:9]2[CH2:14][CH2:13][CH2:12][CH2:11][C:10]2=O)=[CH:5][CH:4]=1.[NH2:19][C:20]1[CH:28]=[C:24]([C:25]([OH:27])=[O:26])[C:23]([OH:29])=[CH:22][CH:21]=1>C(O)(=O)C>[C:25]([C:24]1[CH:28]=[C:20]([N:19]2[C:10]3[CH2:11][CH2:12][CH2:13][CH2:14][C:9]=3[CH:8]=[C:7]2[C:6]2[CH:17]=[CH:18][C:3]([O:2][CH3:1])=[CH:4][CH:5]=2)[CH:21]=[CH:22][C:23]=1[OH:29])([OH:27])=[O:26]. Reported procedure: A mixture of 24.6 g. (0.1 mole) of 2-(p-methoxyphenacyl)cyclohexanone, 15.3 g. (0.1 mole) of 5-aminosalicylic acid, and 100 ml. of glacial acetic acid was heated under reflux for 3 hours, cooled and filtered. The filter cake was washed with water, dried and recrystallized from ethanol to provide 14.4 g. (40%) of crystals, m.p. 219°-221°.